This data is from the Open Reaction Database (ORD), a public repository of structured organic reaction records. The task is: describe an organic reaction: reactants, conditions, products, and yield Starting materials: C(C)OC(C[C@@H]1CC=2N(C3=CC=CC=C3C2)CC1)=O (ethyl-6,7,8,9-tetrahydropyrido[1,2-a]indole-8(S)-acetate), [OH-].[Na+] (sodium hydroxide), Cl (hydrochloric acid). Run in CO (methanol). The product is C1=C2C=C3N(C2=CC=C1)CC[C@@H](C3)CC(=O)O (6,7,8,9-tetrahydropyrido[1,2-a]indole-8(S)-acetic acid). Reaction SMILES: C([O:3][C:4](=[O:19])[CH2:5][C@H:6]1[CH2:18][CH2:17][N:9]2[C:10]3[C:15]([CH:16]=[C:8]2[CH2:7]1)=[CH:14][CH:13]=[CH:12][CH:11]=3)C.[OH-].[Na+].Cl>CO>[CH:14]1[CH:13]=[CH:12][CH:11]=[C:10]2[C:15]=1[CH:16]=[C:8]1[CH2:7][C@@H:6]([CH2:5][C:4]([OH:19])=[O:3])[CH2:18][CH2:17][N:9]12 |f:1.2|. Procedure: A solution of 17 g (63 mmol) of methyl alpha (R or S)-ethyl-6,7,8,9-tetrahydropyrido[1,2-a]indole-8(S)-acetate (diastereomers A+B) in 150 ml of methanol was treated with 130 ml of 2M sodium hydroxide and heated to reflux for 18 hours. The cooled solution was added to 150 ml of 4M hydrochloric acid and the resulting precipitate was filtered off and partitioned between 200 ml of dichloromethane and 100 ml of water. The organic phase was separated, dried over magnesium sulfate and evaporated to giv... Reactants: C1(CC1)C=1C=CC(=NC1OCC1CC1)C(=O)O (5-cyclopropyl-6-cyclopropylmethoxy-pyridine-2-carboxylic acid), Cl.N[C@@H](C(=O)N)C1=CC=CC=C1 ((αR)-α-amino-benzeneacetamide hydrochloride). The product is NC([C@@H](C1=CC=CC=C1)NC(C1=NC(=C(C=C1)C1CC1)OCC1CC1)=O)=O ((R)-N-(2-Amino-2-oxo-1-phenylethyl)-5-cyclopropyl-6-(cyclopropylmethoxy)picolinamide). Reported procedure: The title compound was synthesized in analogy to Example 1, using 5-cyclopropyl-6-cyclopropylmethoxy-pyridine-2-carboxylic acid (Example 42 a) and (αR)-α-amino-benzeneacetamide hydrochloride (1:1) (CAN 63291-39-4) as starting materials, LC-MS (UV peak area/ESI) 100%, 366.1808 (M+H)+. As a reaction SMILES: [CH:1]1([C:4]2[CH:5]=[CH:6][C:7]([C:15]([OH:17])=O)=[N:8][C:9]=2[O:10][CH2:11][CH:12]2[CH2:14][CH2:13]2)[CH2:3][CH2:2]1.Cl.[NH2:19][C@H:20]([C:24]1[CH:29]=[CH:28][CH:27]=[CH:26][CH:25]=1)[C:21]([NH2:23])=[O:22]>>[NH2:23][C:21](=[O:22])[C@H:20]([NH:19][C:15](=[O:17])[C:7]1[CH:6]=[CH:5][C:4]([CH:1]2[CH2:2][CH2:3]2)=[C:9]([O:10][CH2:11][CH:12]2[CH2:13][CH2:14]2)[N:8]=1)[C:24]1[CH:29]=[CH:28][CH:27]=[CH:26][CH:25]=1 |f:1.2|. Reactants: NC1=CC=C(CNC([C@H](CO)NC(C)=O)=O)C=C1 ((S)—N-(4-aminobenzyl)-2-acetamido-3-hydroxypropanamide), [Si](C)(C)(C)N=[N+]=[N-] (TMSN3). Product: N(=[N+]=[N-])C1=CC=C(CNC([C@H](CO)NC(C)=O)=O)C=C1 ((S)—N-(4-azidobenzyl)-2-acetamido-3-hydroxypropanamide). The yield is 92.1%. RXN SMILES: [NH2:1][C:2]1[CH:18]=[CH:17][C:5]([CH2:6][NH:7][C:8](=[O:16])[C@@H:9]([NH:12][C:13](=[O:15])[CH3:14])[CH2:10][OH:11])=[CH:4][CH:3]=1.[Si]([N:23]=[N+:24]=[N-])(C)(C)C>>[N:1]([C:2]1[CH:3]=[CH:4][C:5]([CH2:6][NH:7][C:8](=[O:16])[C@@H:9]([NH:12][C:13](=[O:15])[CH3:14])[CH2:10][OH:11])=[CH:17][CH:18]=1)=[N+:23]=[N-:24]. Procedure: Using (S)—N-(4-aminobenzyl)-2-acetamido-3-hydroxypropanamide (2.80 g, 11.16 mmol), t-BuONO (3.98 mL, 33.48 mmol), TMSN3 (3.52 mL, 26.78 mmol), and the preceding procedure gave 2.85 g (92%) of (S)—N-(4-azidobenzyl)-2-acetamido-3-hydroxypropanamide as a white solid: mp 161-162° C.; [α]26D −13.6° (c 1.0, MeOH); Rf=0.35 (1/9 MeOH/CHCl3); IR (nujol mull) 3267, 2924, 2129, 1648, 1552, 1459 cm−1; 1H NMR (DMSO-d6) δ 1.87 (s, CH3C(O)), 3.58 (t, J=5.6 Hz, CH2OH), 4.26-4.31 (m, CH2Ar and CH), 4.91 (t, J=5.... Starting materials: CC(=O)C1COC(C)(C)N1C(=O)OC(C)(C)C, [Mg+]Cc1ccccc1, C1CCOC1, [Cl-]. Product: CC(C)(C)OC(=O)N1C(C(C)(O)Cc2ccccc2)COC1(C)C. Reaction SMILES: [C:1]([CH3:2])([CH3:3])([CH3:4])[O:5][C:6](=[O:7])[N:8]1[C:9]([CH3:16])([CH3:17])[O:10][CH2:11][CH:12]1[C:13]([CH3:14])=[O:15].[CH2:19]([c:20]1[cH:21][cH:22][cH:23][cH:24][cH:25]1)[Mg+:26].[CH2:27]1[O:28][CH2:29][CH2:30][CH2:31]1.[Cl-:18]>>[C:1]([CH3:2])([CH3:3])([CH3:4])[O:5][C:6](=[O:7])[N:8]1[C:9]([CH3:16])([CH3:17])[O:10][CH2:11][CH:12]1[C:13]([CH3:14])([OH:15])[CH2:19][c:20]1[cH:21][cH:22][cH:23][cH:24][cH:25]1. Reactants: Cl.Cl.ClC1=C(C=CC2=C1N(C(=N2)[C@H](C)N)C2=CC=CC=C2)F ((S)-1-(7-chloro-6-fluoro-1-phenyl-1H-benzoimidazol-2-yl)ethylamine dihydrochloride), ClC1=C2N=CN(C2=NC=N1)C1OCCCC1 (6-chloro-9-(tetrahydropyran-2-yl)-9H-purine), CCN(C(C)C)C(C)C (DIPEA). Run in C(CCC)O (n-butanol). Run at temperature 90 celsius. The product is ClC1=C(C=CC2=C1N(C(=N2)[C@H](C)NC2=C1N=CN(C1=NC=N2)C2OCCCC2)C2=CC=CC=C2)F ([(S)-1-(7-Chloro-6-fluoro-1-phenyl-1H-benzoimidazol-2-yl)ethyl]-[9-(tetrahydropyran-2-yl)-9H-purin-6-yl]amine). Isolated yield 82.3%. Reaction SMILES: Cl.Cl.[Cl:3][C:4]1[C:9]2[N:10]([C:16]3[CH:21]=[CH:20][CH:19]=[CH:18][CH:17]=3)[C:11]([C@@H:13]([NH2:15])[CH3:14])=[N:12][C:8]=2[CH:7]=[CH:6][C:5]=1[F:22].Cl[C:24]1[N:32]=[CH:31][N:30]=[C:29]2[C:25]=1[N:26]=[CH:27][N:28]2[CH:33]1[CH2:38][CH2:37][CH2:36][CH2:35][O:34]1.CCN(C(C)C)C(C)C>C(O)CCC>[Cl:3][C:4]1[C:9]2[N:10]([C:16]3[CH:17]=[CH:18][CH:19]=[CH:20][CH:21]=3)[C:11]([C@@H:13]([NH:15][C:24]3[N:32]=[CH:31][N:30]=[C:29]4[C:25]=3[N:26]=[CH:27][N:28]4[CH:33]3[CH2:38][CH2:37][CH2:36][CH2:35][O:34]3)[CH3:14])=[N:12][C:8]=2[CH:7]=[CH:6][C:5]=1[F:22] |f:0.1.2|. Reported procedure: A mixture of (S)-1-(7-chloro-6-fluoro-1-phenyl-1H-benzoimidazol-2-yl)ethylamine dihydrochloride (150 mg, 0.41 mmol), 6-chloro-9-(tetrahydropyran-2-yl)-9H-purine (118 mg, 0.49 mmol) and DIPEA (280 μL, 1.65 mmol) in n-butanol (3 mL) was heated at 90° C. in a sealed vial for 18 h. After cooling to RT, the volatiles were removed under reduced pressure and the resulting residue purified by column chromatography (Si—PCC, gradient 0-10% MeOH in EtOAc) to afford the title compound (166 mg, 82%). LCMS (M... As a reaction SMILES: [OH:1][C:2]1[CH:9]=[CH:8][C:7]([C:10]2[C:11]([O:16][CH3:17])=[N:12][CH:13]=[CH:14][CH:15]=2)=[CH:6][C:3]=1[CH:4]=O.[NH2:18][C:19]1[CH:20]=[C:21]([CH:25]=[CH:26][C:27]=1[NH2:28])[C:22]([OH:24])=[O:23].CCOC(C)=O>CC(N(C)C)=O>[OH:1][C:2]1[CH:9]=[CH:8][C:7]([C:10]2[C:11]([O:16][CH3:17])=[N:12][CH:13]=[CH:14][CH:15]=2)=[CH:6][C:3]=1[C:4]1[NH:18][C:19]2[CH:20]=[C:21]([C:22]([OH:24])=[O:23])[CH:25]=[CH:26][C:27]=2[N:28]=1. The product is OC1=C(C=C(C=C1)C=1C(=NC=CC1)OC)C=1NC2=C(N1)C=CC(=C2)C(=O)O (2-[2-Hydroxy-5-(2-methoxy-pyridin-3-yl)-phenyl]-3H-benzoimidazole-5-carboxylic acid). Run in CC(=O)N(C)C (DMA), CC(=O)N(C)C (DMA). Conditions: temperature 0 celsius, time 15 minute. Procedure details: To an ice-cold flask with a rubber stopper were added 2-hydroxy-5-(2-methoxy-pyridin-3-yl)-benzaldehyde (22.35 g, 0.0975 mol) and 3,4-diamino-benzoic acid (17.2 g, 0.113 mol) and the solid mixture was stirred at 0° C. for 15 min. Then DMA (120 mL) was added into the mixture via a syringe and the resulting solution was stirred at 0° C. for 2 h, and at the room temperature for 3 h. The rubber stopper was removed and the reaction mixture was stirred at 110° C. for 14 h open to the air. The DMA was ... The reactants are OC1=C(C=O)C=C(C=C1)C=1C(=NC=CC1)OC (2-hydroxy-5-(2-methoxy-pyridin-3-yl)-benzaldehyde), NC=1C=C(C(=O)O)C=CC1N (3,4-diamino-benzoic acid), CCOC(=O)C (EtOAc). Starting materials: C(O)CN (ethanolamine), O=C1CCCC2=C1C=CO2 (4-oxo-4,5,6,7-tetrahydrobenzofuran), C(C)(C)OC(C)C (isopropyl ether). Run in C(C)O (ethanol), petroleum ether. Reaction conditions: temperature 130 celsius. Yields the product O=C1C=2C=CN(C2CCC1)CCO (4-oxo-4,5,6,7-tetrahydro-1-N-(β-hydroxyethyl)indole). Yield: 83.8%. Reaction SMILES: [CH2:1]([CH2:3][NH2:4])[OH:2].[O:5]=[C:6]1[C:11]2[CH:12]=[CH:13]O[C:10]=2[CH2:9][CH2:8][CH2:7]1.C(OC(C)C)(C)C>C(O)C>[O:5]=[C:6]1[CH2:7][CH2:8][CH2:9][C:10]2[N:4]([CH2:3][CH2:1][OH:2])[CH:13]=[CH:12][C:11]1=2. Procedure: 80 g of ethanolamine were added to a solution of 136 g of 4-oxo-4,5,6,7-tetrahydrobenzofuran in 250 cm3 of ethanol. The solution was heated at 130° C. for 6 hours. After allowing the reaction mixture to return to room temperature with stirring, the mixture was poured over a mixture of 800 cm3 of isopropyl ether and 200 cm3 of petroleum ether. A product crystallized with stirring, and then it was drained, washed with petroleum ether and dried under vacuum over phosphorus pentoxide. 160 g of the e... Reactants: BrC=1C=NC=2N(C1)N=C(C2)C(C)(C)C (6-bromo-2-tert-butyl-pyrazolo[1,5-a]pyrimidine), C1(=CC=CC=C1)C#C (phenylacetylene). The product is C(C)(C)(C)C1=NN2C(N=CC(=C2)C#CC2=CC=CC=C2)=C1 (2-tert-Butyl-6-phenylethynyl-pyrazolo[1,5-a]pyrimidine). RXN SMILES: Br[C:2]1[CH:3]=[N:4][C:5]2[N:6]([N:8]=[C:9]([C:11]([CH3:14])([CH3:13])[CH3:12])[CH:10]=2)[CH:7]=1.[C:15]1([C:21]#[CH:22])[CH:20]=[CH:19][CH:18]=[CH:17][CH:16]=1>>[C:11]([C:9]1[CH:10]=[C:5]2[N:4]=[CH:3][C:2]([C:22]#[C:21][C:15]3[CH:20]=[CH:19][CH:18]=[CH:17][CH:16]=3)=[CH:7][N:6]2[N:8]=1)([CH3:14])([CH3:13])[CH3:12]. Procedure details: The title compound, light yellow solid, MS: m/e=276.2 (M+H+), can be prepared in accordance with the general method of example 1 from 6-bromo-2-tert-butyl-pyrazolo[1,5-a]pyrimidine (example 9, step 1) and phenylacetylene. RXN SMILES: [C:1]([N:3]=[C:4](OC1C=CC=CC=1)[NH:5][C:6]1[C:7]([N:12]([CH3:14])[CH3:13])=[N:8][CH:9]=[CH:10][CH:11]=1)#[N:2].[CH3:22][C@@H:23]([NH2:30])[C:24]1[CH:29]=[CH:28][CH:27]=[CH:26][CH:25]=1.CN1CCOCC1.C(O)(C)C>CO>[CH3:14][N:12]([CH3:13])[C:7]1[C:6]([NH:5][C:4]([NH:30][C@@H:23]([C:24]2[CH:29]=[CH:28][CH:27]=[CH:26][CH:25]=2)[CH3:22])=[N:3][C:1]#[N:2])=[CH:11][CH:10]=[CH:9][N:8]=1. Procedure: A stirred mixture of the crude product from Step 3, (R)-(+)-α-methylbenzylamine (1.01 ml, 0.00782 mol), N-methylmorpholine (1.69 ml, 0.0154 mol) and isopropanol (20 ml) was refluxed, under nitrogen for 5 hours and then concentrated. The residue was chromatographed on silica gel first with mixtures of MeOH--CHCl3 containing from 1-10% MeOH to give an impure product which was rechromatographed on silica gel with mixtures of EtOAc-hexane containing from 1-50% EtOAc. The product obtained in this man... Reactants: C(#N)N=C(NC=1C(=NC=CC1)N(C)C)OC1=CC=CC=C1 (N'-Cyano-N-(2-dimethylamino-3-pyridyl)-O-phenylisourea), C[C@H](C1=CC=CC=C1)N ((R)-(+)-α-methylbenzylamine), CN1CCOCC1 (N-methylmorpholine), C(C)(C)O (isopropanol). The product is CN(C1=NC=CC=C1NC(=NC#N)N[C@H](C)C1=CC=CC=C1)C ((R)-N-[2-(Dimethylamino)-3-pyridyl]-N"-cyano-N'-(1-phenylethyl)guanidine). The solvent is CO (MeOH). The reactants are C1CCNC1, C1CCOC1, CC(=O)O, CO, O=Cc1ccc2oc(N3CCN(C4CC4)CC3)nc2c1. The product is c1cc2oc(N3CCN(C4CC4)CC3)nc2cc1CN1CCCC1. RXN SMILES: [CH2:21]1[CH2:22][CH2:23][NH:24][CH2:25]1.[CH2:32]1[O:33][CH2:34][CH2:35][CH2:36]1.[CH3:26][C:27](=[O:28])[OH:29].[CH3:30][OH:31].[CH:1]1([N:4]2[CH2:5][CH2:6][N:7]([c:10]3[o:11][c:12]4[c:13]([n:14]3)[cH:15][c:16]([CH:19]=[O:20])[cH:17][cH:18]4)[CH2:8][CH2:9]2)[CH2:2][CH2:3]1>>[CH:1]1([N:4]2[CH2:5][CH2:6][N:7]([c:10]3[o:11][c:12]4[c:13]([n:14]3)[cH:15][c:16]([CH2:19][N:24]3[CH2:23][CH2:22][CH2:21][CH2:25]3)[cH:17][cH:18]4)[CH2:8][CH2:9]2)[CH2:2][CH2:3]1.